This data is from the Open Reaction Database (ORD), a public repository of structured organic reaction records. The task is: describe an organic reaction: reactants, conditions, products, and yield Reactants: OC1=CC(CC1C1=CC=CC=C1)=O (3-hydroxy-4-phenyl-cyclopent-2-enone), C(C1=CC=CC=C1)=O (benzaldehyde), ClC1=CC=C2C(=CNC2=C1)CC(C)(C)N (2-(6-chloro-1H-indol-3-yl)-1,1-dimethyl-ethylamine). The product is NC(CC1=C(NC2=CC(=CC=C12)Cl)C(C=1C(CC(C1O)C1=CC=CC=C1)=O)C1=CC=CC=C1)(C)C (2-{[3-(2-Amino-2-methyl-propyl)-6-chloro-1H-indol-2-yl]-phenyl-methyl}-3-hydroxy-4-phenyl-cyclopent-2-enone). RXN SMILES: [OH:1][C:2]1[CH:6]([C:7]2[CH:12]=[CH:11][CH:10]=[CH:9][CH:8]=2)[CH2:5][C:4](=[O:13])[CH:3]=1.[CH:14](=O)[C:15]1[CH:20]=[CH:19][CH:18]=[CH:17][CH:16]=1.[Cl:22][C:23]1[CH:31]=[C:30]2[C:26]([C:27]([CH2:32][C:33]([NH2:36])([CH3:35])[CH3:34])=[CH:28][NH:29]2)=[CH:25][CH:24]=1>>[NH2:36][C:33]([CH3:34])([CH3:35])[CH2:32][C:27]1[C:26]2[C:30](=[CH:31][C:23]([Cl:22])=[CH:24][CH:25]=2)[NH:29][C:28]=1[CH:14]([C:15]1[CH:20]=[CH:19][CH:18]=[CH:17][CH:16]=1)[C:3]1[C:4](=[O:13])[CH2:5][CH:6]([C:7]2[CH:12]=[CH:11][CH:10]=[CH:9][CH:8]=2)[C:2]=1[OH:1]. Procedure: Using general procedure C, 3-hydroxy-4-phenyl-cyclopent-2-enone (Lit. 17) was reacted with benzaldehyde and 2-(6-chloro-1H-indol-3-yl)-1,1-dimethyl-ethylamine (prepared in analogy to Lit. 9) to give the title compound as a pale yellow solid. MS: 485.4 ([M+H]+).